From a dataset of the Open Reaction Database (ORD), a public repository of structured organic reaction records. describe an organic reaction: reactants, conditions, products, and yield Starting materials: solution, CC(C)([O-])C.[K+] (potassium tert-butoxide), P(=O)(OCC)(OCC)OCC#N (Diethyl cyanomethyl phosphate), C(C)(C)(C)OC(=O)N1CC(C1)=O (1-tert-butoxycarbonyl-3-azetidinone). Solvent: O (water), [Cl-].[Na+] (sodium chloride), O1CCCC1 (tetrahydrofuran), O1CCCC1 (tetrahydrofuran), O1CCCC1 (tetrahydrofuran). Reaction conditions: temperature -14 celsius, time 3 hour. Yields the product C(#N)C=C1CN(C1)C(=O)OC(C)(C)C (tert-Butyl 3-(cyanomethylene)azetidine-1-carboxylate). Yield: 61.0%. As a reaction SMILES: P(O[CH2:10][C:11]#[N:12])(OCC)(OCC)=O.CC(C)([O-])C.[K+].[C:19]([O:23][C:24]([N:26]1[CH2:29][C:28](=O)[CH2:27]1)=[O:25])([CH3:22])([CH3:21])[CH3:20]>O1CCCC1.O.[Cl-].[Na+]>[C:11]([CH:10]=[C:28]1[CH2:29][N:26]([C:24]([O:23][C:19]([CH3:22])([CH3:21])[CH3:20])=[O:25])[CH2:27]1)#[N:12] |f:1.2,6.7|. Procedure details: Diethyl cyanomethyl phosphate (745 g, 4.20 mol, 1.20 equiv) and anhydrous tetrahydrofuran (THF, 9 L) were added to a four-neck flask equipped with a thermowell, an addition funnel and the nitrogen protection tube at room temperature. The solution was cooled with an ice-methanol bath to −14° C. and a 1.0 M solution of potassium tert-butoxide (t-BuOK) in anhydrous tetrahydrofuran (THF, 3.85 L, 3.85 mol, 1.1 equiv) was added over 20 min keeping the reaction temperature below −5° C. The resulting re... Yields the product C1(NCC2=CC(=CC=C12)OC1=CC=C(C=C1)[N+](=O)[O-])=O (4-(1-isoindolinon-5-yloxy)-1-nitrobenzene). Run at temperature 70 celsius, time 45 minute. Starting materials: OC=1C=C2CNC(C2=CC1)=O (5-hydroxyisoindolin-1-one), FC1=CC=C(C=C1)[N+](=O)[O-] (4-fluoro-1-nitrobenzene), O (water). The yield is 89.0%. Run in CN(C)C=O (DMF). Procedure: To a slurry of Nail (0.39 g, 16.1 mmol) in DMF at 0° C. was added 5-hydroxyisoindolin-1-one (2.0 g, 13.4 mmol) in portions. The resulting slurry was allowed to warm to room temp. and was stirred for 45 min., then 4-fluoro-1-nitrobenzene was added and then mixture was heated at 70° C. for 3 h. The mixture was cooled to 0° C. and treated with water dropwise until a precipitate formed. The resulting solids were collected to give 4-(1-isoindolinon-5-yloxy)-1-nitrobenzene as a dark yellow solid (3.23... RXN SMILES: [OH:1][C:2]1[CH:3]=[C:4]2[C:8](=[CH:9][CH:10]=1)[C:7](=[O:11])[NH:6][CH2:5]2.F[C:13]1[CH:18]=[CH:17][C:16]([N+:19]([O-:21])=[O:20])=[CH:15][CH:14]=1.O>CN(C=O)C>[C:7]1(=[O:11])[C:8]2[C:4](=[CH:3][C:2]([O:1][C:13]3[CH:18]=[CH:17][C:16]([N+:19]([O-:21])=[O:20])=[CH:15][CH:14]=3)=[CH:10][CH:9]=2)[CH2:5][NH:6]1.